From a dataset of the Open Reaction Database (ORD), a public repository of structured organic reaction records. describe an organic reaction: reactants, conditions, products, and yield Solvent: O (water), O1CCCC1 (tetrahydrofuran). Yield: 87.9%. Product: ClC1=C(OC2CN(C2)C(=O)N)C=CC(=C1)Cl (3-(2,4-Dichlorophenoxy)-1-azetidinecarboxamide). Conditions: time 5 hour. Reactants: ClC1=C(OC2CN(C2)C(=O)Cl)C=CC(=C1)Cl (3-(2,4-dichlorophenoxy)-1-azetidinecarbonyl chloride), [OH-].[NH4+] (ammonium hydroxide). Procedure: A stirred solution of 4.8 g (0.017 mole) of 3-(2,4-dichlorophenoxy)-1-azetidinecarbonyl chloride in 20 mL of tetrahydrofuran was treated with 3.0 mL (0.05 mole) of 57% ammonium hydroxide. After stirring for 5 h, the reaction mixture was diluted with 200 mL of water and the precipitated solid collected by filtration (4.1 g). The crude product was recrystallized from acetonitrile/water to yield 3.9 g (87.9%) of white crystals, mp 169°-170° C. RXN SMILES: [Cl:1][C:2]1[CH:15]=[C:14]([Cl:16])[CH:13]=[CH:12][C:3]=1[O:4][CH:5]1[CH2:8][N:7]([C:9](Cl)=[O:10])[CH2:6]1.[OH-].[NH4+:18]>O1CCCC1.O>[Cl:1][C:2]1[CH:15]=[C:14]([Cl:16])[CH:13]=[CH:12][C:3]=1[O:4][CH:5]1[CH2:8][N:7]([C:9]([NH2:18])=[O:10])[CH2:6]1 |f:1.2|. Reactants: CC(C)(C)OC(=O)NC(Cc1ccc(C(F)(F)F)cc1)C(=O)O, CCOC(C)=O, Nc1cnc2ccccc2c1. Yields the product CC(C)(C)OC(=O)NC(Cc1ccc(C(F)(F)F)cc1)C(=O)Nc1cnc2ccccc2c1. Reaction SMILES: [C:1]([CH3:2])([CH3:3])([CH3:4])[O:5][C:6](=[O:7])[NH:8][CH:9]([C:10](=[O:11])[OH:12])[CH2:13][c:14]1[cH:15][cH:16][c:17]([C:20]([F:21])([F:22])[F:23])[cH:18][cH:19]1.[CH3:35][CH2:36][O:37][C:38](=[O:39])[CH3:40].[NH2:24][c:25]1[cH:26][n:27][c:28]2[cH:29][cH:30][cH:31][cH:32][c:33]2[cH:34]1>>[C:1]([CH3:2])([CH3:3])([CH3:4])[O:5][C:6](=[O:7])[NH:8][CH:9]([C:10](=[O:12])[NH:24][c:25]1[cH:26][n:27][c:28]2[cH:29][cH:30][cH:31][cH:32][c:33]2[cH:34]1)[CH2:13][c:14]1[cH:15][cH:16][c:17]([C:20]([F:21])([F:22])[F:23])[cH:18][cH:19]1. The reactants are Cl (hydrochloric acid), Br.C[C@@]1(N=C(NC1)N)C(F)(F)F ((S)-4-methyl-4-trifluoromethyl-4,5-dihydro-1H-imidazol-2-ylamine hydrobromide), C[O-].[Na+] (sodium methoxide), C(CC(=O)OCC)(=O)OCC (diethyl malonate). Run in CO (methanol). Run at time 3 hour. Yields the product OC=1N=C2N(C(C1)=O)C[C@](N2)(C(F)(F)F)C ((S)-7-hydroxy-2-methyl-2-trifluoromethyl-2,3-dihydro-1H-imidazo[1,2-a]pyrimidin-5-one). Yield: 107.5%. RXN SMILES: Br.[CH3:2][C@@:3]1([C:9]([F:12])([F:11])[F:10])[CH2:7][NH:6][C:5]([NH2:8])=[N:4]1.C[O-].[Na+].[C:16](OCC)(=[O:23])[CH2:17][C:18](OCC)=[O:19].Cl>CO>[OH:23][C:16]1[N:8]=[C:5]2[NH:4][C@:3]([CH3:2])([C:9]([F:12])([F:10])[F:11])[CH2:7][N:6]2[C:18](=[O:19])[CH:17]=1 |f:0.1,2.3|. Procedure details: 36.90 g (148.76 mmol) of (S)-4-methyl-4-trifluoromethyl-4,5-dihydro-1H-imidazol-2-ylamine hydrobromide and 24.10 g (446 mmol) of sodium methoxide are added to a mixture of 29.50 g (216.43 mmol) of diethyl malonate in 200 mL of methanol. The resulting mixture is refluxed for 18 hours. After cooling, the mixture obtained is concentrated to dryness under vacuum. 65 mL of cold water are added to the residue obtained, to obtain a thick suspension, to which is added 25% hydrochloric acid to pH 5. The ... The reactants are [H-].[Na+] (sodium hydride), [H-].[Na+] (sodium hydride), O1CCOCC1 (1,4-dioxane), BrC=1C(=NC=CC1)N (3-bromo-pyridin-2-ylamine), N(=C=S)C1=CC=C(C=C1)OC (1-Isothiocyanato-4-methoxy-benzene). The solvent is [Cl-].[NH4+] (ammonium chloride). Run at time 5 minute. The product is BrC=1C(=NC=CC1)NC(=S)NC1=CC=C(C=C1)OC (1-(3-Bromo-pyridin-2-yl)-3-(4-methoxy-phenyl)-thiourea), solid. The yield is 95.0%. RXN SMILES: [H-].[Na+].O1CCOCC1.[Br:9][C:10]1[C:11]([NH2:16])=[N:12][CH:13]=[CH:14][CH:15]=1.[N:17]([C:20]1[CH:25]=[CH:24][C:23]([O:26][CH3:27])=[CH:22][CH:21]=1)=[C:18]=[S:19]>[Cl-].[NH4+]>[Br:9][C:10]1[C:11]([NH:16][C:18]([NH:17][C:20]2[CH:25]=[CH:24][C:23]([O:26][CH3:27])=[CH:22][CH:21]=2)=[S:19])=[N:12][CH:13]=[CH:14][CH:15]=1 |f:0.1,5.6|. Reported procedure: To a suspension of sodium hydride, 60% disp. in mineral oil (3:2, sodium hydride: mineral oil, 1.0 g, 25 mmol) in 1,4-dioxane (50 mL, 600 mmol) was added 3-bromo-pyridin-2-ylamine (2.68 g, 15.5 mmol). The mixture was stirred for 5 minutes at room temperature under an atmosphere of nitrogen. 1-Isothiocyanato-4-methoxy-benzene (2.35 mL, 17.0 mmol) was slowly added to the suspension. Slow gas evolution was noted and the suspension slowly thickened to a slurry. The mixture was stirred at room temper... The reactants are ClC=1C(=CC=NC1CC)NC(CO)CO (5-chloro-6-ethyl-4-(1,3-dihydroxy-2-propylamino)-pyridine), NC(CO)CO (2-amino-1,3-propanediol), ClC=1C(=NC=CC1Cl)CC (3,4-dichloro-2-ethyl-pyridine), C(C1=CC=CC=C1)=O (benzaldehyde), O.C1(=CC=C(C=C1)S(=O)(=O)O)C (p-toluenesulfonic acid hydrate). Run in O (water), C1(=CC=CC=C1)C (toluene), O (water). Yields the product ClC=1C(=NC=CC1NC1COC(OC1)C1=CC=CC=C1)CC (3-Chloro-2-ethyl-4-(2-phenyl-1,3-dioxan-5-ylamino)-pyridine). As a reaction SMILES: [Cl:1][C:2]1[C:3]([NH:10][CH:11]([CH2:14][OH:15])[CH2:12][OH:13])=[CH:4][CH:5]=[N:6][C:7]=1[CH2:8][CH3:9].NC(CO)CO.Cl[C:23]1[C:24]([CH2:30][CH3:31])=N[CH:26]=[CH:27][C:28]=1Cl.C(=O)C1C=CC=CC=1.O.C1(C)C=CC(S(O)(=O)=O)=CC=1>C1(C)C=CC=CC=1.O>[Cl:1][C:2]1[C:7]([CH2:8][CH3:9])=[N:6][CH:5]=[CH:4][C:3]=1[NH:10][CH:11]1[CH2:14][O:15][CH:26]([C:27]2[CH:31]=[CH:30][CH:24]=[CH:23][CH:28]=2)[O:13][CH2:12]1 |f:4.5|. Procedure details: 2.3 g (10 mmol) of 5-chloro-6-ethyl-4-(1,3-dihydroxy-2-propylamino)-pyridine (prepared analogously to Example A from 2-amino-1,3-propanediol and 3,4-dichloro-2-ethyl-pyridine) and 5.0 g of benzaldehyde were heated with 2.1 g of p-toluenesulfonic acid hydrate in 40 ml of toluene, using a water separator, until the evolution of water had ended. Working up and purification were carried out analogously to Example A. the chromatography over silica gel (ethyl acetate) gave initially 0.6 g of trans iso... Reactants: 5, NNaOH, ClC1=C(C=NC2=CC3=C(C=C12)OCO3)C(=O)OCC (Ethyl 4-chloro-6,7-methylenedioxyquinoline-3-carboxylate), O1CCOCC1 (dioxane). Product: Cl.OC1=C(C=NC2=CC3=C(C=C12)OCO3)C(=O)O (4-hydroxy-6,7-methylenedioxyquinoline-3-carboxylic acid hydrochloride). RXN SMILES: [Cl:1][C:2]1[C:11]2[C:6](=[CH:7][C:8]3[O:14][CH2:13][O:12][C:9]=3[CH:10]=2)[N:5]=[CH:4][C:3]=1[C:15]([O:17]CC)=[O:16].[O:20]1CCOCC1>>[ClH:1].[OH:20][C:2]1[C:11]2[C:6](=[CH:7][C:8]3[O:14][CH2:13][O:12][C:9]=3[CH:10]=2)[N:5]=[CH:4][C:3]=1[C:15]([OH:17])=[O:16] |f:2.3|. Reported procedure: Ethyl 4-chloro-6,7-methylenedioxyquinoline-3-carboxylate (18.5 g, 66.2 mmol) was dissolved in dioxane (100 mL) and treated with 50 mL 5 NNaOH and heated at reflux for 2 hour. After this time the solution was concentrated on a rotary evaporator, cooled and extracted with dichloromethane (2×100 mL). The remaining aqueous solution was then acidified with concentrated HCl and the precipitate collected and dried to afford 7 g of crude 4-hydroxy-6,7-methylenedioxyquinoline-3-carboxylic acid hydrochlor... Reactants: C(C)(C)(C)OC(=O)N1CCN(CC1)C1=CC(NC2=CC(=CC=C12)Cl)=O (4-[4-(tert-Butoxycarbonyl)piperazin-1-yl]-7-chloroquinol-2-one), [H-].[Na+] (sodium hydride), N-phenyl(trifluoromethylsulfon)imide, C1(CC1)CN (cyclopropylmethylamine). Yields the product C(C)(C)(C)OC(=O)N1CCN(CC1)C1=CC(=NC2=CC(=CC=C12)Cl)NCC1CC1 (4-[4-(tert-butoxycarbonyl)piperazin-1-yl]-7-chloro-2-(cyclopropylmethylamino)quinoline). Yield: 31.8%. RXN SMILES: [C:1]([O:5][C:6]([N:8]1[CH2:13][CH2:12][N:11]([C:14]2[C:23]3[C:18](=[CH:19][C:20]([Cl:24])=[CH:21][CH:22]=3)[NH:17][C:16](=O)[CH:15]=2)[CH2:10][CH2:9]1)=[O:7])([CH3:4])([CH3:3])[CH3:2].[H-].[Na+].[CH:28]1([CH2:31][NH2:32])[CH2:30][CH2:29]1>>[C:1]([O:5][C:6]([N:8]1[CH2:13][CH2:12][N:11]([C:14]2[C:23]3[C:18](=[CH:19][C:20]([Cl:24])=[CH:21][CH:22]=3)[N:17]=[C:16]([NH:32][CH2:31][CH:28]3[CH2:30][CH2:29]3)[CH:15]=2)[CH2:10][CH2:9]1)=[O:7])([CH3:4])([CH3:3])[CH3:2] |f:1.2|. Procedure details: 4-[4-(tert-Butoxycarbonyl)piperazin-1-yl]-7-chloroquinol-2-one (150 mg, 0.4 mmol), sodium hydride (15 mg, 0.6 mmol), N-phenyl(trifluoromethylsulfon)imide (208 mg, 0.56 mmol), and cyclopropylmethylamine (360 μL, 4.0 mmol) are treated according to method E yielding 53 mg of 4-[4-(tert-butoxycarbonyl)piperazin-1-yl]-7-chloro-2-(cyclopropylmethylamino)quinoline. 47 mg thereof are treated with TFA-CH2Cl2 1:1 (0.6 mL) for 1 h and concentrated. The residue is converted into the title product with 4-flu... Reactants: C(#N)N1[C@H]2[C@@]3([C@H](CC(C[C@@]3(C=3C=C(C=CC3C2)OC)CC1)=O)C)OC (17-Cyano-3,14-dimethoxy-8β-methylmorphinan-6-one), Cl (HCl), NC(=O)N (urea), crude material, Cl (HCl), C(=O)([O-])[O-].[Na+].[Na+] (Na2CO3), crude material, C(C)O (ethanol). The solvent is C(C)OCC (diethyl ether), O (H2O). The product is Cl.COC=1C=CC=2C[C@@H]3[C@@]4([C@H](CC(C[C@@]4(C2C1)CCN3)=O)C)OC (3,14-Dimethoxy-8β-methylmorphinan-6-one Hydrochloride). RXN SMILES: C([N:3]1[CH2:21][CH2:20][C@@:10]23[C:11]4[CH:12]=[C:13]([O:18][CH3:19])[CH:14]=[CH:15][C:16]=4[CH2:17][C@@H:4]1[C@:5]2([O:24][CH3:25])[C@@H:6]([CH3:23])[CH2:7][C:8](=[O:22])[CH2:9]3)#N.C([O-])([O-])=O.[Na+].[Na+].NC(N)=O.C(O)C.[ClH:39]>O.C(OCC)C>[ClH:39].[CH3:19][O:18][C:13]1[CH:14]=[CH:15][C:16]2[CH2:17][C@H:4]3[NH:3][CH2:21][CH2:20][C@@:10]4([C:11]=2[CH:12]=1)[C@@:5]3([O:24][CH3:25])[C@@H:6]([CH3:23])[CH2:7][C:8](=[O:22])[CH2:9]4 |f:1.2.3,9.10|. Procedure details: A solution of 17-cyano-3,14-dimethoxy-8β-methyl morphinan-6-one (36) (3.6 g, 0.011 mol) in 100 ml of 4 N HCl was heated at 80°-90° C. in an oil bath for 16 hours. The reaction mixture was cooled, diluted with 150 ml of H2O and made basic with Na2CO3. The aqueous solution was extracted with four portions of chloroform, dried over Na2SO4 and concentrated under reduced pressure to give 3.8 g of crude product. The NMR spectrum of this crude material indicated the presence of the intermediate urea, a... Starting materials: CNC=O, CC(=O)[O-], Nc1cc(S(=O)(=O)O)c(N)c2c1C(=O)c1ccccc1C2=O, [Na+], N#C[Na], O=[N+]([O-])c1ccccc1. The product is N#Cc1cc(N)c2c(c1N)C(=O)c1ccccc1C2=O. RXN SMILES: [CH3:23][NH:24][CH:25]=[O:26].[CH3:40][C:41](=[O:42])[O-:43].[NH2:1][c:2]1[c:3]([S:19]([OH:20])(=[O:21])=[O:22])[cH:4][c:5]([NH2:18])[c:6]2[c:15]1[C:14](=[O:16])[c:13]1[c:8]([cH:9][cH:10][cH:11][cH:12]1)[C:7]2=[O:17].[Na+:39].[Na:27][C:28]#[N:29].[O-:30][N+:31]([c:32]1[cH:33][cH:34][cH:35][cH:36][cH:37]1)=[O:38]>>[NH2:1][c:2]1[c:3]([C:23]#[N:24])[cH:4][c:5]([NH2:18])[c:6]2[c:15]1[C:14](=[O:16])[c:13]1[c:8]([cH:9][cH:10][cH:11][cH:12]1)[C:7]2=[O:17]. Yields the product ClC1=CC=C(C=C1)C(CC1=CN=C(N=N1)C1=C(C=CC=C1F)F)O (1-(4-chlorophenyl)-2-[3-(2,6-difluorophenyl)-[1,2,4]triazin-6-yl]-ethanol). Procedure: At −20° C., 1.5 ml of n-butyllithium (1.6M in hexane) are added to 202 mg of diisopropylamine in 6 ml of tetrahydrofuran. After 15 min. the reaction mixture is cooled to −50° C. and 0.414 g of 3-(2,6-difluorophenyl)-6-methyl-[1,2,4]triazine in 2 ml of tetrahydrofuran is added dropwise. After 20 min. the mixture is cooled to −70° C., 0.281 g of 4-chlorobenzaldehyde in 3 ml of tetrahydrofuran is added dropwise and the mixture is then stirred at −70° C. for 2 h. The reaction mixture is then poured ... The solvent is O1CCCC1 (tetrahydrofuran), O1CCCC1 (tetrahydrofuran), O1CCCC1 (tetrahydrofuran). Starting materials: FC1=C(C(=CC=C1)F)C=1N=NC(=CN1)C (3-(2,6-difluorophenyl)-6-methyl-[1,2,4]triazine), ClC1=CC=C(C=O)C=C1 (4-chlorobenzaldehyde), ice water, C(CCC)[Li] (n-butyllithium), C(C)(C)NC(C)C (diisopropylamine). Conditions: temperature -50 celsius, time 2 hour. As a reaction SMILES: C([Li])CCC.C(NC(C)C)(C)C.[F:13][C:14]1[CH:19]=[CH:18][CH:17]=[C:16]([F:20])[C:15]=1[C:21]1[N:22]=[N:23][C:24]([CH3:27])=[CH:25][N:26]=1.[Cl:28][C:29]1[CH:36]=[CH:35][C:32]([CH:33]=[O:34])=[CH:31][CH:30]=1>O1CCCC1>[Cl:28][C:29]1[CH:36]=[CH:35][C:32]([CH:33]([OH:34])[CH2:27][C:24]2[N:23]=[N:22][C:21]([C:15]3[C:14]([F:13])=[CH:19][CH:18]=[CH:17][C:16]=3[F:20])=[N:26][CH:25]=2)=[CH:31][CH:30]=1.